From a dataset of the Open Reaction Database (ORD), a public repository of structured organic reaction records. describe an organic reaction: reactants, conditions, products, and yield Reactants: CS(=O)(=O)Cl, CCN(C(C)C)C(C)C, CN(C)C=O, Nc1ncnn2c(C3CCNCC3)cc(-c3ccc4cn(-c5ccccc5)nc4c3)c12. Product: CS(=O)(=O)N1CCC(c2cc(-c3ccc4cn(-c5ccccc5)nc4c3)c3c(N)ncnn23)CC1. As a reaction SMILES: [CH3:32][S:33]([Cl:34])(=[O:35])=[O:36].[CH:37]([N:38]([CH2:39][CH3:40])[CH:41]([CH3:42])[CH3:43])([CH3:44])[CH3:45].[O:46]=[CH:47][N:48]([CH3:49])[CH3:50].[c:1]1(-[n:7]2[n:8][c:9]3[cH:10][c:11](-[c:16]4[cH:17][c:18]([CH:26]5[CH2:27][CH2:28][NH:29][CH2:30][CH2:31]5)[n:19]5[n:20][cH:21][n:22][c:23]([NH2:25])[c:24]45)[cH:12][cH:13][c:14]3[cH:15]2)[cH:2][cH:3][cH:4][cH:5][cH:6]1>>[c:1]1(-[n:7]2[n:8][c:9]3[cH:10][c:11](-[c:16]4[cH:17][c:18]([CH:26]5[CH2:27][CH2:28][N:29]([S:33]([CH3:32])(=[O:35])=[O:36])[CH2:30][CH2:31]5)[n:19]5[n:20][cH:21][n:22][c:23]([NH2:25])[c:24]45)[cH:12][cH:13][c:14]3[cH:15]2)[cH:2][cH:3][cH:4][cH:5][cH:6]1. Reactants: CS(=O)(=O)OC(CO[Si](C)(C)C(C)(C)C)C1=CC(=C(C=C1)Cl)F (2-(tert-butyldimethylsilyloxy)-1-(4-chloro-3-fluorophenyl)ethyl methanesulfonate), CC(C)(C)[O-].[K+] (Potassium 2-methylpropan-2-olate), CSC1=NC=CC(=N1)C1=NC(NC=C1)=O (4-(2-(methylthio)pyrimidin-4-yl)pyrimidin-2(1H)-one). The reagents and catalysts are [I-].C(CCC)[N+](CCCC)(CCCC)CCCC (tetrabutylammonium iodide). Solvent: C1CCOC1 (THF), C1CCOC1 (THF). Reaction conditions: time 10 minute. The product is [Si](C)(C)(C(C)(C)C)OCC(C1=CC(=C(C=C1)Cl)F)N1C(N=C(C=C1)C1=NC(=NC=C1)SC)=O (1-(2-(tert-butyldimethylsilyloxy)-1-(4-chloro-3-fluorophenyl)ethyl)-4-(2-(methylthio)pyrimidin-4-yl)pyrimidin-2(1H)-one). Yield: 32.8%. As a reaction SMILES: CC([O-])(C)C.[K+].[CH3:7][S:8][C:9]1[N:14]=[C:13]([C:15]2[CH:20]=[CH:19][NH:18][C:17](=[O:21])[N:16]=2)[CH:12]=[CH:11][N:10]=1.CS(O[CH:27]([C:37]1[CH:42]=[CH:41][C:40]([Cl:43])=[C:39]([F:44])[CH:38]=1)[CH2:28][O:29][Si:30]([C:33]([CH3:36])([CH3:35])[CH3:34])([CH3:32])[CH3:31])(=O)=O>[I-].C([N+](CCCC)(CCCC)CCCC)CCC.C1COCC1>[Si:30]([O:29][CH2:28][CH:27]([N:18]1[CH:19]=[CH:20][C:15]([C:13]2[CH:12]=[CH:11][N:10]=[C:9]([S:8][CH3:7])[N:14]=2)=[N:16][C:17]1=[O:21])[C:37]1[CH:42]=[CH:41][C:40]([Cl:43])=[C:39]([F:44])[CH:38]=1)([C:33]([CH3:35])([CH3:36])[CH3:34])([CH3:32])[CH3:31] |f:0.1,4.5|. Procedure details: Potassium 2-methylpropan-2-olate (0.026 g, 0.24 mmol) and tetrabutylammonium iodide (0.0067 g, 0.018 mmol) were added to 4-(2-(methylthio)pyrimidin-4-yl)pyrimidin-2(1H)-one (0.040 g, 0.18 mmol) suspended in THF (4 mL) cooled in ice. After 10 minutes, a solution of 2-(tert-butyldimethylsilyloxy)-1-(4-chloro-3-fluorophenyl)ethyl methanesulfonate (0.10 g, 0.27 mmol) in THF (1 mL) was added. The mixture was stirred at room temperature overnight and then heated at 90° C. for 3 days. Due to incomplete... The reactants are FC=1C=C(C=CC1OC(F)(F)F)CO ((3-fluoro-4-trifluoromethoxy-phenyl)-methanol), C1(C=2C(C(N1)=O)=CC=CC2)=O (phthalimide), C1(=CC=CC=C1)P(C1=CC=CC=C1)C1=CC=CC=C1 (triphenylphosphine), N(=NC(=O)OC(C)C)C(=O)OC(C)C (diisopropyl azodicarboxylate). Solvent: C1CCOC1 (THF). Product: FC=1C=C(CN2C(C3=CC=CC=C3C2=O)=O)C=CC1OC(F)(F)F (2-(3-fluoro-4-trifluoromethoxy-benzyl)-isoindole-1,3-dione). The yield is 90.3%. RXN SMILES: [F:1][C:2]1[CH:3]=[C:4]([CH2:13]O)[CH:5]=[CH:6][C:7]=1[O:8][C:9]([F:12])([F:11])[F:10].[C:15]1(=[O:25])[NH:19][C:18](=[O:20])[C:17]2=[CH:21][CH:22]=[CH:23][CH:24]=[C:16]12.C1(P(C2C=CC=CC=2)C2C=CC=CC=2)C=CC=CC=1.N(C(OC(C)C)=O)=NC(OC(C)C)=O>C1COCC1>[F:1][C:2]1[CH:3]=[C:4]([CH:5]=[CH:6][C:7]=1[O:8][C:9]([F:10])([F:11])[F:12])[CH2:13][N:19]1[C:15](=[O:25])[C:16]2[C:17](=[CH:21][CH:22]=[CH:23][CH:24]=2)[C:18]1=[O:20]. Procedure details: To a solution of the compound (2.95 g) obtained in Step 1 in THF (30 ml) were added phthalimide (3.10 g) and triphenylphosphine (5.52 g) with stirring at room temperature, and the mixture was stirred under ice-cooling. With stirring under ice-cooling, diisopropyl azodicarboxylate (4.15 ml) was added, and the mixture was stirred overnight at room temperature. The reaction mixture was concentrated under reduced pressure, and the residue was purified by silica gel column chromatography (ethyl aceta...